describe an organic reaction: reactants, conditions, products, and yield From a dataset of the Open Reaction Database (ORD), a public repository of structured organic reaction records. Reactants: CC[C@@H]1[C@H](/C=C(/C=C/C(=O)[C@@H](C[C@@H]([C@@H]([C@H]([C@@H](CC(=O)O1)O)C)O[C@H]2[C@@H]([C@H]([C@@H]([C@H](O2)C)O[C@H]3C[C@@]([C@H]([C@@H](O3)C)O)(C)O)N(C)C)O)CC=O)C)\C)CO[C@H]4[C@@H]([C@@H]([C@@H]([C@H](O4)C)O)OC)OC (tylosin), C(C)(=O)OCC (ethyl acetate), CCC1C(/C=C(/C=C/C(=O)C(CC(C(C(C(CC(=O)O1)OC(=O)C)C)OC2C(C(C(C(O2)C)OC3CC(C(C(O3)C)O)(C)O)N(C)C)O)CC=O)C)\C)COC4C(C(C(C(O4)C)O)OC)OC (3-acetyltylosin), C(C)NCC (diethylamine), CC[C@@H]1[C@H](/C=C(/C=C/C(=O)[C@@H](C[C@@H]([C@@H]([C@H]([C@@H](CC(=O)O1)O)C)O[C@H]2[C@@H]([C@H]([C@@H]([C@H](O2)C)O[C@H]3C[C@@]([C@H]([C@@H](O3)C)O)(C)O)N(C)C)O)CC=O)C)\C)CO[C@H]4[C@@H]([C@@H]([C@@H]([C@H](O4)C)O)OC)OC (Tylosin). Solvent: O (water), CO (methanol). Run at temperature 28 celsius, time 21 day. Yields the product CC[C@@H]1C(/C=C(/C=C/C(=O)[C@@H](C[C@@H]([C@@H]([C@H]([C@@H](CC(=O)O1)OC(=O)C)C)O[C@H]2[C@@H]([C@H]([C@@H]([C@H](O2)C)O[C@H]3C[C@@]([C@H]([C@@H](O3)C)O)(C)O)N(C)C)O)CC=O)C)\C)CO[C@H]4[C@@H]([C@@H]([C@@H]([C@H](O4)C)O)OC)OC (3-O-Acetyltylosin). RXN SMILES: C(OCC)(=O)C.C(NCC)C.CC[C@H]1OC(=O)C[C@@H](O)[C@H](C)[C@@H](O[C@@H]2O[C@H](C)[C@@H](O[C@@H]3O[C@@H](C)[C@H](O)[C@@](O)(C)C3)[C@H](N(C)C)[C@H]2O)[C@@H](CC=O)C[C@@H](C)C(=O)C=CC(C)=C[C@@H]1CO[C@@H]1O[C@H](C)[C@@H](O)[C@@H](OC)[C@H]1OC.[CH3:76][CH2:77][CH:78]1[O:95][C:93](=[O:94])[CH2:92][CH:91]([O:96][C:97]([CH3:99])=[O:98])[CH:90]([CH3:100])[CH:89]([O:101][CH:102]2[O:107][CH:106]([CH3:108])[CH:105]([O:109][CH:110]3[O:115][CH:114]([CH3:116])[CH:113]([OH:117])[C:112]([OH:119])([CH3:118])[CH2:111]3)[CH:104]([N:120]([CH3:122])[CH3:121])[CH:103]2[OH:123])[CH:88]([CH2:124][CH:125]=[O:126])[CH2:87][CH:86]([CH3:127])[C:84](=[O:85])[CH:83]=[CH:82][C:81]([CH3:128])=[CH:80][CH:79]1[CH2:129][O:130][CH:131]1[O:136][CH:135]([CH3:137])[CH:134]([OH:138])[CH:133]([O:139][CH3:140])[CH:132]1[O:141][CH3:142]>CO.O>[CH3:76][CH2:77][C@H:78]1[O:95][C:93](=[O:94])[CH2:92][C@@H:91]([O:96][C:97]([CH3:99])=[O:98])[C@H:90]([CH3:100])[C@@H:89]([O:101][C@@H:102]2[O:107][C@H:106]([CH3:108])[C@@H:105]([O:109][C@@H:110]3[O:115][C@@H:114]([CH3:116])[C@H:113]([OH:117])[C@@:112]([OH:119])([CH3:118])[CH2:111]3)[C@H:104]([N:120]([CH3:122])[CH3:121])[C@H:103]2[OH:123])[C@@H:88]([CH2:124][CH:125]=[O:126])[CH2:87][C@@H:86]([CH3:127])[C:84](=[O:85])[CH:83]=[CH:82][C:81]([CH3:128])=[CH:80][CH:79]1[CH2:129][O:130][C@@H:131]1[O:136][C@H:135]([CH3:137])[C@@H:134]([OH:138])[C@@H:133]([O:139][CH3:140])[C@H:132]1[O:141][CH3:142]. Procedure: In a 250 ml-Erlenmeyer flask (containing coil) containing 50 ml of a production medium (0.5% soluble starch, 5% glucose, 0.5% yeast extract, 1.0% malt extract, and 5 μg/ml of thiopeptine) was inoculated a platinum loopful of AB10ΔB1 strain, and cultivated by shaking culture at 28° C. for 21 days. Then, to a portion (1 ml) of the culture medium were added 0.2 g of K2HPO4 and 0.2 ml of toluene, and the mixture was stirred vigorously to effect extraction. After centrifugation (3,000 rpm, 10 minutes... Starting materials: ClC=1C=NC=C(C1SC1=C(C=C(S1)C(=O)O)[N+](=O)[O-])Cl (5-[(3,5-dichloro-4-pyridyl)sulfanyl]-4-nitro-thiophene-2-carboxylic acid), C1(=CC=CC=C1)C=1C=C(CN)C=CC1 (3-phenyl benzylamine). Product: C1(=CC(=CC=C1)CNC(=O)C=1SC(=C(C1)[N+](=O)[O-])SC1=C(C=NC=C1Cl)Cl)C1=CC=CC=C1 (N-([1,1′-biphenyl]-3-ylmethyl)-5-((3,5-dichloropyridin-4-yl)thio)-4-nitrothiophene-2-carboxamide), solid. Isolated yield 17.0%. As a reaction SMILES: [Cl:1][C:2]1[CH:3]=[N:4][CH:5]=[C:6]([Cl:20])[C:7]=1[S:8][C:9]1[S:13][C:12]([C:14]([OH:16])=O)=[CH:11][C:10]=1[N+:17]([O-:19])=[O:18].[C:21]1([C:27]2[CH:28]=[C:29]([CH:32]=[CH:33][CH:34]=2)[CH2:30][NH2:31])[CH:26]=[CH:25][CH:24]=[CH:23][CH:22]=1>>[C:27]1([C:21]2[CH:26]=[CH:25][CH:24]=[CH:23][CH:22]=2)[CH:34]=[CH:33][CH:32]=[C:29]([CH2:30][NH:31][C:14]([C:12]2[S:13][C:9]([S:8][C:7]3[C:6]([Cl:20])=[CH:5][N:4]=[CH:3][C:2]=3[Cl:1])=[C:10]([N+:17]([O-:19])=[O:18])[CH:11]=2)=[O:16])[CH:28]=1. Reported procedure: Prepared according to the procedure described for example 50 from 5-[(3,5-dichloro-4-pyridyl)sulfanyl]-4-nitro-thiophene-2-carboxylic acid (100 mg, 0.28 mmol) and 3-phenyl benzylamine (55 mg, 0.32 mmol). The title compound was obtained as a solid (24 mg, 17% yield). 1H NMR (400 MHz, CDCl3) δ: 8.74 (2H, m), 7.86 (1H, s), 7.55 (3H, m), 7.53 (1H, m), 7.46 (3H, m), 7.38 (1H, m), 7.26 (1H, m), 6.27 (1H, m), 4.63 (2H, m). MS m/z: 514.07, 516.04 [M+H]+. Reactants: CN(C1=CC=CC=C1)C (N,N-Dimethylaniline), FC(C1=NC=CC(=N1)O)(F)F (2-(trifluoromethyl)pyrimidin-4-ol), O=P(Cl)(Cl)Cl (POCl3). Run at temperature 110 celsius, time 2 hour. Product: ClC1=NC(=NC=C1)C(F)(F)F (4-Chloro-2-(trifluoromethyl)pyrimidine). RXN SMILES: CN(C)C1C=CC=CC=1.[F:10][C:11]([F:20])([F:19])[C:12]1[N:17]=[C:16](O)[CH:15]=[CH:14][N:13]=1.O=P(Cl)(Cl)[Cl:23]>>[Cl:23][C:16]1[CH:15]=[CH:14][N:13]=[C:12]([C:11]([F:20])([F:19])[F:10])[N:17]=1. Procedure details: N,N-Dimethylaniline (6.06 mmol. 2.3 eq.) was added dropwise to a stirring solution of 2-(trifluoromethyl)pyrimidin-4-ol (2.72 mmol, 1 eq.) in POCl3 (4 ml) and the reaction mixture was stirred at 110° C. for 2 h. The reaction mixture was concentrated and the brown liquid was diluted with cold water (50 ml) and rendered basic with saturated sodium carbonate solution (50 ml). The mixture was extracted with methylene chloride (3×100 ml) and the combined organic phases were washed with water (2×50 ml...